Task: describe an organic reaction: reactants, conditions, products, and yield. Dataset: the Open Reaction Database (ORD), a public repository of structured organic reaction records The reactants are CNCCC1=CC=CC=C1 (N-methylphenethylamine), [Li] (lithium), N (ammonia). Run in C(C)O (ethanol). Yields the product CNCCC1CC=CC=C1 (N-methyldihydrophenethylamine). As a reaction SMILES: [CH3:1][NH:2][CH2:3][CH2:4][C:5]1[CH:10]=[CH:9][CH:8]=[CH:7][CH:6]=1.[Li].N>C(O)C>[CH3:1][NH:2][CH2:3][CH2:4][CH:5]1[CH:6]=[CH:7][CH:8]=[CH:9][CH2:10]1 |^1:10|. Procedure: 46 g. (0.34 moles) of N-methylphenethylamine are reduced by treatment with 16 g. of lithium (2.3 g. atom) in 1.5 l. of ammonia and 250 ml. ethanol according to the procedure of Example 1(a) to yield crude N-methyldihydrophenethylamine.